From a dataset of the Open Reaction Database (ORD), a public repository of structured organic reaction records. describe an organic reaction: reactants, conditions, products, and yield Reactants: BrCc1ccccc1, Cl, [H-], [Na+], CN(C)C=O, O, O=C(Nc1nc(-c2ccco2)c(-c2ccncc2)s1)c1cc[nH]c(=O)c1. The product is O=C(Nc1nc(-c2ccco2)c(-c2ccncc2)s1)c1ccn(Cc2ccccc2)c(=O)c1. Reaction SMILES: [Br:29][CH2:30][c:31]1[cH:32][cH:33][cH:34][cH:35][cH:36]1.[ClH:37].[H-:27].[Na+:28].[O:38]=[CH:39][N:40]([CH3:41])[CH3:42].[OH2:43].[o:1]1[c:2](-[c:6]2[n:7][c:8]([NH:17][C:18](=[O:19])[c:20]3[cH:21][c:22](=[O:26])[nH:23][cH:24][cH:25]3)[s:9][c:10]2-[c:11]2[cH:12][cH:13][n:14][cH:15][cH:16]2)[cH:3][cH:4][cH:5]1>>[o:1]1[c:2](-[c:6]2[n:7][c:8]([NH:17][C:18](=[O:19])[c:20]3[cH:21][c:22](=[O:26])[n:23]([CH2:30][c:31]4[cH:32][cH:33][cH:34][cH:35][cH:36]4)[cH:24][cH:25]3)[s:9][c:10]2-[c:11]2[cH:12][cH:13][n:14][cH:15][cH:16]2)[cH:3][cH:4][cH:5]1. Starting materials: ClC1=C(C=O)C=CC=C1Cl (2,3-dichlorobenzaldehyde), C(CC(=O)C)(=O)OCCN1CCN(CC1)C(C1=CC=C(C=C1)F)C1=CC=C(C=C1)F (2-[4-(4,4'-difluorobenzhydryl)-1-piperazinyl]ethyl acetoacetate), N\C(=C/C(=O)OC)\C (methyl 3-aminocrotonate). The solvent is C(C)(C)O (isopropyl alcohol). Yields the product ClC1=C(C=CC=C1Cl)C1C(=C(NC(=C1C(=O)OC)C)C)C(=O)OCCN1CCN(CC1)C(C1=CC=C(C=C1)F)C1=CC=C(C=C1)F (2-[4-(4,4'-difluorobenzhydryl)-1-piperazinyl]ethyl methyl 4-(2,3-dichlorophenyl)-2,6-dimethyl-1,4-dihydropyridine-3,5-dicarboxylate). Isolated yield 52.9%. Reaction SMILES: [Cl:1][C:2]1[C:9]([Cl:10])=[CH:8][CH:7]=[CH:6][C:3]=1[CH:4]=O.[C:11]([O:17][CH2:18][CH2:19][N:20]1[CH2:25][CH2:24][N:23]([CH:26]([C:34]2[CH:39]=[CH:38][C:37]([F:40])=[CH:36][CH:35]=2)[C:27]2[CH:32]=[CH:31][C:30]([F:33])=[CH:29][CH:28]=2)[CH2:22][CH2:21]1)(=[O:16])[CH2:12][C:13]([CH3:15])=O.[NH2:41]/[C:42](/[CH3:48])=[CH:43]\[C:44]([O:46][CH3:47])=[O:45]>C(O)(C)C>[Cl:1][C:2]1[C:9]([Cl:10])=[CH:8][CH:7]=[CH:6][C:3]=1[CH:4]1[C:43]([C:44]([O:46][CH3:47])=[O:45])=[C:42]([CH3:48])[NH:41][C:13]([CH3:15])=[C:12]1[C:11]([O:17][CH2:18][CH2:19][N:20]1[CH2:21][CH2:22][N:23]([CH:26]([C:34]2[CH:35]=[CH:36][C:37]([F:40])=[CH:38][CH:39]=2)[C:27]2[CH:32]=[CH:31][C:30]([F:33])=[CH:29][CH:28]=2)[CH2:24][CH2:25]1)=[O:16]. Procedure details: A mixture of 2,3-dichlorobenzaldehyde, 2-[4-(4,4'-difluorobenzhydryl)-1-piperazinyl]ethyl acetoacetate and methyl 3-aminocrotonate was worked up in isopropyl alcohol in the same manner as Example 1 to give 2-[4-(4,4'-difluorobenzhydryl)-1-piperazinyl]ethyl methyl 4-(2,3-dichlorophenyl)-2,6-dimethyl-1,4-dihydropyridine-3,5-dicarboxylate as a light yellow powder, m.p. 90°-93° C. (sintering). Yield 52.9%. IR(KBr)cm-1 : 3340, 1695. NMR(CDCl3) δ: 2.28(6H,s, ##STR24## 3.57(3H,s,COOCH3), 4.12(2H,t,J=6,... Product: CC(C)(C)c1cc(OCc2ccccc2)n(Cc2ccc(CO)cc2)n1. Reactants: [Al+3], COC(=O)c1ccc(Cn2nc(C(C)(C)C)cc2OCc2ccccc2)cc1, CCO, [Cl-], [H-], [H-], [H-], [H-], [Li+], [NH4+], C1CCOC1. Reaction SMILES: [Al+3:30].[CH2:1]([c:2]1[cH:3][cH:4][cH:5][cH:6][cH:7]1)[O:8][c:9]1[cH:10][c:11]([C:25]([CH3:26])([CH3:27])[CH3:28])[n:12][n:13]1[CH2:14][c:15]1[cH:16][cH:17][c:18]([C:19](=[O:20])[O:21][CH3:22])[cH:23][cH:24]1.[CH3:35][CH2:36][OH:37].[Cl-:38].[H-:29].[H-:32].[H-:33].[H-:34].[Li+:31].[NH4+:39].[O:40]1[CH2:41][CH2:42][CH2:43][CH2:44]1>>[CH2:1]([c:2]1[cH:3][cH:4][cH:5][cH:6][cH:7]1)[O:8][c:9]1[cH:10][c:11]([C:25]([CH3:26])([CH3:27])[CH3:28])[n:12][n:13]1[CH2:14][c:15]1[cH:16][cH:17][c:18]([CH2:19][OH:20])[cH:23][cH:24]1. Reactants: CC(c1nnnn1C)C(O)(c1ccc(F)cc1)c1ccc(F)cc1, O, O, Cc1ccc(S(=O)(=O)O)cc1, Cc1ccccc1C. Product: CC(=C(c1ccc(F)cc1)c1ccc(F)cc1)c1nnnn1C. Reaction SMILES: [F:1][c:2]1[cH:3][cH:4][c:5]([C:8]([CH:9]([CH3:10])[c:11]2[n:12][n:13][n:14][n:15]2[CH3:16])([OH:17])[c:18]2[cH:19][cH:20][c:21]([F:24])[cH:22][cH:23]2)[cH:6][cH:7]1.[OH2:25].[OH2:37].[c:26]1([CH3:27])[cH:28][cH:29][c:30]([S:31]([OH:32])(=[O:33])=[O:34])[cH:35][cH:36]1.[c:38]1([CH3:39])[c:40]([CH3:41])[cH:42][cH:43][cH:44][cH:45]1>>[F:1][c:2]1[cH:3][cH:4][c:5]([C:8](=[C:9]([CH3:10])[c:11]2[n:12][n:13][n:14][n:15]2[CH3:16])[c:18]2[cH:19][cH:20][c:21]([F:24])[cH:22][cH:23]2)[cH:6][cH:7]1. The reactants are C(C)(C)(C)C=1C=C(C=O)C=CC1O (3-tert-butyl-4-hydroxybenzaldehyde), BrBr (bromine). The solvent is C(C)(=O)O (acetic acid). Conditions: time 3 hour. Yields the product BrC=1C=C(C=O)C=C(C1O)C(C)(C)C (3-bromo-5-tert-butyl-4-hydroxybenzaldehyde). As a reaction SMILES: [C:1]([C:5]1[CH:6]=[C:7]([CH:10]=[CH:11][C:12]=1[OH:13])[CH:8]=[O:9])([CH3:4])([CH3:3])[CH3:2].[Br:14]Br>C(O)(=O)C>[Br:14][C:11]1[CH:10]=[C:7]([CH:6]=[C:5]([C:1]([CH3:4])([CH3:2])[CH3:3])[C:12]=1[OH:13])[CH:8]=[O:9]. Procedure details: To 3-tert-butyl-4-hydroxybenzaldehyde (3 gm) in acetic acid (30 ml) was added dropwise bromine (1.5 ml). The mixture was stirred at 25° for 3 hours and the solvent removed in vacuo. Recrystallisation of the residue from aqueous ethanol gave 3-bromo-5-tert-butyl-4-hydroxybenzaldehyde (3.2 gm) m.p. 126°. Reported procedure: To a mixture of 0.5 g of 5-(4-nitrobenzoyl)-9-hydroxy-6,7,8,9-tetrahydro-5H-pyrido[3,2-b]azepine, O-acetate in 10 ml of methanol-water (8:2) is added KHCO3 and the mixture stirred at room temperature overnight. The mixture is concentrated under vacuum, diluted with 10 ml of water and extracted with ethyl acetate. The extract is dried (Na2SO4) and the solvent removed to give the product as a solid. Chromatography on silica gel with ethyl acetate as solvent gives crystals, m.p. 182°-185° C. The solvent is CO.O (methanol water). As a reaction SMILES: [N+:1]([C:4]1[CH:23]=[CH:22][C:7]([C:8]([N:10]2[CH2:16][CH2:15][CH2:14][CH:13]([OH:17])[C:12]3[N:18]=[CH:19][CH:20]=[CH:21][C:11]2=3)=O)=[CH:6][CH:5]=1)([O-:3])=[O:2]>CO.O>[N+:1]([C:4]1[CH:5]=[CH:6][C:7]([CH2:8][N:10]2[CH2:16][CH2:15][CH2:14][CH:13]([OH:17])[C:12]3[N:18]=[CH:19][CH:20]=[CH:21][C:11]2=3)=[CH:22][CH:23]=1)([O-:3])=[O:2] |f:1.2|. Reaction conditions: time 8 hour. The reactants are [N+](=O)([O-])C1=CC=C(C(=O)N2C3=C(C(CCC2)O)N=CC=C3)C=C1 (5-(4-nitrobenzoyl)-9-hydroxy-6,7,8,9-tetrahydro-5H-pyrido[3,2-b]azepine), O-acetate, KHCO3. Yields the product [N+](=O)([O-])C1=CC=C(CN2C3=C(C(CCC2)O)N=CC=C3)C=C1 (5-(4-Nitrobenzyl)-9-hydroxy-6,7,8,9-tetrahydro-5H-pyrido[3,2-b]azepine). Reactants: FC(OC1=CC=C(OCC(=O)O)C=C1)(F)F ((4-Trifluoromethoxyphenoxy)-acetic acid), S(=O)(Cl)Cl (thionyl chloride). Reagents/catalysts: CN(C)C=O (DMF). Conditions: time 14 hour. Product: FC(OC1=CC=C(OCC(=O)Cl)C=C1)(F)F ((4-Trifluoromethoxyphenoxy)-acetyl chloride). Reaction SMILES: [F:1][C:2]([F:16])([F:15])[O:3][C:4]1[CH:14]=[CH:13][C:7]([O:8][CH2:9][C:10](O)=[O:11])=[CH:6][CH:5]=1.S(Cl)([Cl:19])=O>CN(C=O)C>[F:1][C:2]([F:16])([F:15])[O:3][C:4]1[CH:14]=[CH:13][C:7]([O:8][CH2:9][C:10]([Cl:19])=[O:11])=[CH:6][CH:5]=1. Procedure: (4-Trifluoromethoxyphenoxy)-acetic acid (20.7 g, 88 mmol) was dissolved in thionyl chloride (100 mL). DMF (3 drops) was added to the solution. The solution was stirred for 14 hours. The thionyl chloride was removed in vacuo. The resulting oil was dissolved in dichloromethane, filtered through sodium sulfate and concentrate in vacuo to afford the title compound as a paste-like solid (21.8 g, 97% from the phenol): MS (EI-GCMS) for C9H6ClF3O3: 254 (M+).